From a dataset of the Open Reaction Database (ORD), a public repository of structured organic reaction records. describe an organic reaction: reactants, conditions, products, and yield Reported procedure: The title compound was prepared from 2-[4-(4,4-dimethyl-cyclohexyl)-phenoxymethyl]-oxirane and sodium hydrogen cyanamide according to the procedures employed for the preparation of the compound in Step 2 of Example 1. Reaction SMILES: [CH3:1][C:2]1([CH3:19])[CH2:7][CH2:6][CH:5]([C:8]2[CH:18]=[CH:17][C:11]([O:12][CH2:13][CH:14]3[CH2:16][O:15]3)=[CH:10][CH:9]=2)[CH2:4][CH2:3]1.[N:20]#[C:21][NH2:22].[Na]>>[CH3:19][C:2]1([CH3:1])[CH2:3][CH2:4][CH:5]([C:8]2[CH:9]=[CH:10][C:11]([O:12][CH2:13][CH:14]3[O:15][C:21]([NH2:22])=[N:20][CH2:16]3)=[CH:17][CH:18]=2)[CH2:6][CH2:7]1 |f:1.2,^1:22|. Reactants: CC1(CCC(CC1)C1=CC=C(OCC2OC2)C=C1)C (2-[4-(4,4-dimethyl-cyclohexyl)-phenoxymethyl]-oxirane), N#CN.[Na] (sodium hydrogen cyanamide). The product is CC1(CCC(CC1)C1=CC=C(OCC2CN=C(O2)N)C=C1)C (5-[4-(4,4-Dimethyl-cyclohexyl)-phenoxymethyl]-4,5-dihydro-oxazol-2-ylamine). Reactants: [Na] (sodium), [I-].[K+] (potassium iodide), C(CO)O (ethylene glycol), BrC1=CSC=C1 (3-bromothiophene). The reagents and catalysts are [Cu]=O (copper (II) oxide). Yields the product OCCOC1=CSC=C1 (3-(hydroxyethoxy)thiophene). RXN SMILES: [Na].[I-].[K+].Br[C:5]1[CH:9]=[CH:8][S:7][CH:6]=1.[CH2:10]([OH:13])[CH2:11][OH:12]>[Cu]=O>[OH:12][CH2:11][CH2:10][O:13][C:5]1[CH:9]=[CH:8][S:7][CH:6]=1 |f:1.2,^1:0|. Procedure: Using the same reaction conditions as those of Example 7, sodium (2.0 g) in ethylene glycol (125 ml), copper (II) oxide (1.25 g) and potassium iodide (0.05 g) were reacted with 3-bromothiophene (5.0 g, 0.031 mol). Chromatography of the crude product on a silica column eluted initially with dichloromethane, then with a mixture of dichloromethane/methanol (95:5) yielded 3-(hydroxyethoxy)thiophene, as a white solid (1.9 g, 43%). M.p. 38°-39° C. (Found: C, 49.2; H, 5.3; S, 21.9. Calculated for C6H8O...